This data is from the Open Reaction Database (ORD), a public repository of structured organic reaction records. The task is: describe an organic reaction: reactants, conditions, products, and yield Starting materials: NC1=C(C(=O)O)C=CC=N1 (2-aminonicotinic acid), CCO (EtOH). Solvent: S(O)(O)(=O)=O (sulfuric acid). Product: C(C)OC(C1=C(N=CC=C1)N)=O (2-aminonicotinic acid ethyl ester). The yield is 74.0%. As a reaction SMILES: [NH2:1][C:2]1[N:10]=[CH:9][CH:8]=[CH:7][C:3]=1[C:4]([OH:6])=[O:5].[CH3:11][CH2:12]O>S(=O)(=O)(O)O>[CH2:11]([O:5][C:4](=[O:6])[C:3]1[CH:7]=[CH:8][CH:9]=[N:10][C:2]=1[NH2:1])[CH3:12]. Reported procedure: A solution of 2-aminonicotinic acid (2.0 g, 14.4 mmol) in anhydrous EtOH (70 mL) and concentrated sulfuric acid (14 mL) was heated to reflux for 16 h. The solution was concentrated under reduced pressure, neutralized with saturated aqueous Na2CO3 (50 mL) and extracted with CH2Cl2 (3×50 mL). The combined organic phases were dried (MgSO4), filtered and concentrated to give 2-aminonicotinic acid ethyl ester as a yellow solid (1.74 g, 74%). 1H NMR (CDCl3) δ 1.40 (t, 3H, J=6.0 Hz), 4.34 (q, 2H, J=7.0... Reported procedure: To a solution of 1,6,7,8-tetrahydro-2-(iodomethyl)-2,4,5,7,7-pentamethyl-2H-furo[3,2-e]indole-6-carbaldehyde (1.93 g, 4.83 mmol) in methanol (10 mL) was added concentrated hydrochloric acid (3 mL), and the mixture was heated to reflux for 3 hours under the nitrogen atmosphere. The reaction mixture was added dropwise to a mixture of sodium bicarbonate (3.7 g, 44 mmol) in water-ethyl acetate to neutralize, which was extracted with ethyl acetate two times. The combined organic layers were washed wi... The product is ICC1(CC2=C3CC(NC3=C(C(=C2O1)C)C)(C)C)C (1,6,7,8-Tetrahydro-2-(iodomethyl)-2,4,5,7,7-pentamethyl-2H-furo[3,2-e]indole). RXN SMILES: [I:1][CH2:2][C:3]1([CH3:21])[O:14][C:13]2[C:5](=[C:6]3[C:10](=[C:11]([CH3:16])[C:12]=2[CH3:15])[N:9](C=O)[C:8]([CH3:20])([CH3:19])[CH2:7]3)[CH2:4]1.Cl.C(=O)(O)[O-].[Na+]>CO.O.C(OCC)(=O)C>[I:1][CH2:2][C:3]1([CH3:21])[O:14][C:13]2[C:5](=[C:6]3[C:10](=[C:11]([CH3:16])[C:12]=2[CH3:15])[NH:9][C:8]([CH3:20])([CH3:19])[CH2:7]3)[CH2:4]1 |f:2.3,5.6|. Reactants: ICC1(CC2=C3CC(N(C3=C(C(=C2O1)C)C)C=O)(C)C)C (1,6,7,8-tetrahydro-2-(iodomethyl)-2,4,5,7,7-pentamethyl-2H-furo[3,2-e]indole-6-carbaldehyde), Cl (hydrochloric acid), C([O-])(O)=O.[Na+] (sodium bicarbonate). Solvent: CO (methanol), O.C(C)(=O)OCC (water ethyl acetate). Isolated yield 87.0%. Reactants: [BH4-], CC(C)(C)N(CC(=O)c1cc(OCc2ccccc2)cc(OCc2ccccc2)c1)Cc1ccccc1, CO, CCO, [Na+]. The product is CC(C)(C)N(Cc1ccccc1)CC(O)c1cc(OCc2ccccc2)cc(OCc2ccccc2)c1. Reaction SMILES: [BH4-:38].[CH2:1]([c:2]1[cH:3][cH:4][cH:5][cH:6][cH:7]1)[O:8][c:9]1[cH:10][c:11]([C:23]([CH2:24][N:25]([C:26]([CH3:27])([CH3:28])[CH3:29])[CH2:30][c:31]2[cH:32][cH:33][cH:34][cH:35][cH:36]2)=[O:37])[cH:12][c:13]([O:15][CH2:16][c:17]2[cH:18][cH:19][cH:20][cH:21][cH:22]2)[cH:14]1.[CH3:40][OH:41].[CH3:42][CH2:43][OH:44].[Na+:39]>>[CH2:1]([c:2]1[cH:3][cH:4][cH:5][cH:6][cH:7]1)[O:8][c:9]1[cH:10][c:11]([CH:23]([CH2:24][N:25]([C:26]([CH3:27])([CH3:28])[CH3:29])[CH2:30][c:31]2[cH:32][cH:33][cH:34][cH:35][cH:36]2)[OH:37])[cH:12][c:13]([O:15][CH2:16][c:17]2[cH:18][cH:19][cH:20][cH:21][cH:22]2)[cH:14]1. The reactants are CCN(CC)S(F)(F)F, ClCCl, COC(=O)c1ccc(C(O)c2ccc(C(F)(F)F)cc2)cc1. Reaction SMILES: [CH2:23]([N:24]([S:25]([F:26])([F:27])[F:29])[CH2:28][CH3:30])[CH3:31].[Cl:32][CH2:33][Cl:34].[OH:1][CH:2]([c:3]1[cH:4][cH:5][c:6]([C:7](=[O:8])[O:9][CH3:10])[cH:11][cH:12]1)[c:13]1[cH:14][cH:15][c:16]([C:19]([F:20])([F:21])[F:22])[cH:17][cH:18]1>>[CH:2]([c:3]1[cH:4][cH:5][c:6]([C:7](=[O:8])[O:9][CH3:10])[cH:11][cH:12]1)([c:13]1[cH:14][cH:15][c:16]([C:19]([F:20])([F:21])[F:22])[cH:17][cH:18]1)[F:29]. Product: COC(=O)c1ccc(C(F)c2ccc(C(F)(F)F)cc2)cc1. The reactants are CNC1COC2=C(C(C1)O)C=CC=C2 (3-methylamino-2,3,4,5-tetrahydro-1-benzoxepin-5-ol), [Cl-].[Cl-].[Cl-].[Al+3] (aluminum trichloride). The solvent is COCCOC (ethylene glycol dimethyl ether). Product: Cl.CNC1COC2=C(C=C1)C=CC=C2 (3-methylamino-2,3-dihydro-1-benzoxepine hydrochloride). The yield is 89.9%. As a reaction SMILES: [CH3:1][NH:2][CH:3]1[CH2:9][CH:8](O)[C:7]2[CH:11]=[CH:12][CH:13]=[CH:14][C:6]=2[O:5][CH2:4]1.[Cl-:15].[Cl-].[Cl-].[Al+3]>COCCOC>[ClH:15].[CH3:1][NH:2][CH:3]1[CH:9]=[CH:8][C:7]2[CH:11]=[CH:12][CH:13]=[CH:14][C:6]=2[O:5][CH2:4]1 |f:1.2.3.4,6.7|. Reported procedure: 1.93 g of 3-methylamino-2,3,4,5-tetrahydro-1-benzoxepin-5-ol were added to 25 ml of ethylene glycol dimethyl ether and reacted with 1.5 g aluminum trichloride while cooling with ice. Subsequently, the reaction mixture was heated for 18 hours at boiling temperature. Thereafter, the solvent was evaporated; the residue was dissolved in water, and the solution was reacted with diluted sodium hydroxide solution and extracted with methylene chloride. The methylene chloride extract was evaporated, and ... Reactants: FC1=C(C(=O)O)C=CC=C1 (2-fluorobenzoic acid), C(CC)O (1-propanol), N,N'-carbonyldiimidazole, NC1=NC2=NC(=CC=C2C=C1)Cl (2-amino-7-chloro-1,8-naphthyridine). Run in O (water). Reaction conditions: temperature 4 celsius. Yields the product ClC1=CC=C2C=CC(=NC2=N1)NC(C1=C(C=CC=C1)F)=O (N-(7-chloro-1,8-naphthyridin-2-yl)-2-fluorobenzamide). The yield is 55.5%. As a reaction SMILES: [F:1][C:2]1[CH:10]=[CH:9][CH:8]=[CH:7][C:3]=1[C:4]([OH:6])=O.[NH2:11][C:12]1[CH:21]=[CH:20][C:19]2[C:14](=[N:15][C:16]([Cl:22])=[CH:17][CH:18]=2)[N:13]=1.C(O)CC>O>[Cl:22][C:16]1[N:15]=[C:14]2[C:19]([CH:20]=[CH:21][C:12]([NH:11][C:4](=[O:6])[C:3]3[CH:7]=[CH:8][CH:9]=[CH:10][C:2]=3[F:1])=[N:13]2)=[CH:18][CH:17]=1. Procedure details: The procedure is similar to that described in Example 1, but starting with 2-fluorobenzoic acid (11.2 g), N,N'-carbonyldiimidazole (12.9 g) and 2-amino-7-chloro-1,8-naphthyridine (8.9 g). The product produced by precipitation in water (13.6 g; m.p. 218° C.) is dissolved in boiling 1-propanol (450 cc). After 3 hours' cooling at 4° C., the crystallised solid is separated by filtration, washed with 1-propanol (3×20 cc) and dried at 40° C. under reduced pressure (0.067 kPa). N-(7-chloro-1,8-naphthyr... Starting materials: [C@@H]1([C@H](O)[C@@H](O)[C@H](O)[C@H](O1)CO)C1=CC(=CC=C1)CC=1SC(=CC1)CC (1-(β-D-glucopyranosyl)-3-(5-ethyl-2-thienylmethyl)benzene), C(C1=CC=CC=C1)(=O)NCC(CC1=C(C=CC(=C1)Br)Cl)=O (1-(3-benzoylamino-2-oxopropyl)-5-bromo-2-chlorobenzene), COC=1C=CC(=CC1)P2(=S)SP(=S)(S2)C=3C=CC(=CC3)OC (Lawesson reagent). The solvent is C1(=CC=CC=C1)C (toluene). Product: BrC=1C=CC(=C(C1)CC1=CN=C(S1)C1=CC=CC=C1)Cl (5-bromo-2-chloro-1-(2-phenyl-5-thiazolylmethyl)benzene). As a reaction SMILES: [C@@H]1(C2C=CC=C(CC3[S:20]C(CC)=CC=3)C=2)O[C@H](CO)[C@@H](O)[C@H](O)[C@H]1O.[C:26]([NH:34][CH2:35][C:36](=O)[CH2:37][C:38]1[CH:43]=[C:42]([Br:44])[CH:41]=[CH:40][C:39]=1[Cl:45])(=O)[C:27]1[CH:32]=[CH:31][CH:30]=[CH:29][CH:28]=1.COC1C=CC(P2(SP(C3C=CC(OC)=CC=3)(=S)S2)=S)=CC=1>C1(C)C=CC=CC=1>[Br:44][C:42]1[CH:41]=[CH:40][C:39]([Cl:45])=[C:38]([CH2:37][C:36]2[S:20][C:26]([C:27]3[CH:32]=[CH:31][CH:30]=[CH:29][CH:28]=3)=[N:34][CH:35]=2)[CH:43]=1. Procedure details: 5-Bromo-2-chlorophenylacetic acid (2.0 g) obtained in Reference Example 125-(3) was dissolved in dichloromethane (40 ml), and thereto were added oxalyl chloride (0.77 ml) and N,N-dimethylformamide (one drop) at 0° C. The mixture was stirred at room temperature overnight. The solvent was evaporated under reduced pressure to give 5-bromo-2-chlorophenylacetyl chloride, which was used in the subsequent step without further purification. (2) A solution of potassium t-butoxide (1.35 g) in tetrahydrofu... Starting materials: C1CCCCC1.CCOC(=O)C (cyclohexane EtOAc), NC(=N)N.Cl (Guanidine·HCl), C[O-].[Na+] (NaOMe), NC1=NC=C(C=C1C#N)C#N (2-Amino-3,5-dicyanopyridine). Solvent: CCO (EtOH). The product is NC=1N=C(C2=C(N1)N=CC(=C2)C#N)N (2,4-Diaminopyrido[2,3-d]pyrimidine-6-carbonitrile). Yield: 34.0%. RXN SMILES: [NH2:1][C:2]([NH2:4])=[NH:3].Cl.C[O-].[Na+].N[C:10]1[C:15]([C:16]#[N:17])=[CH:14][C:13]([C:18]#[N:19])=[CH:12][N:11]=1.C1CCCCC1.CCOC(C)=O>CCO>[NH2:3][C:2]1[N:4]=[C:16]([NH2:17])[C:15]2[CH:14]=[C:13]([C:18]#[N:19])[CH:12]=[N:11][C:10]=2[N:1]=1 |f:0.1,2.3,5.6|. Reported procedure: Guanidine·HCl (2.66 g, 27.8 mmol) was added to a solution of NaOMe (sodium methoxide) (1.50 g, 27.8 mmol) in absolute EtOH (180 mL). The mixture was stirred at 20°-23° C. for 15 minutes before 5 (2.00 g, 13.9 mmol) was added. After a 24-hour reflux period with rapid stirring, TLC (cyclohexane-EtOAc, 1:1) showed absence of 5. The solid filtered from the cooled mixture was washed on the funnel with H2O and EtOH; yield 95% (2.45 g). A sample of this material (1.0 g) was stirred with near-boiling Me...